From a dataset of the Open Reaction Database (ORD), a public repository of structured organic reaction records. describe an organic reaction: reactants, conditions, products, and yield The reactants are ClC=1C=CC(=C(C1)C=1C(=CNC(C1)=O)C#N)C#N (4-(5-chloro-2-cyanophenyl)-6-oxo-1,6-dihydropyridin-3-carbonitrile), BrC(C(=O)O)C (2-bromopropanoic acid). Product: ClC=1C=CC(=C(C1)C1=CC(N(C=C1C#N)C(C(=O)O)C)=O)C#N (2-[4-(5-Chloro-2-cyanophenyl)-5-cyano-2-oxopyridin-1(2H)-yl]propanoic acid). As a reaction SMILES: [Cl:1][C:2]1[CH:3]=[CH:4][C:5]([C:17]#[N:18])=[C:6]([C:8]2[C:9]([C:15]#[N:16])=[CH:10][NH:11][C:12](=[O:14])[CH:13]=2)[CH:7]=1.Br[CH:20]([CH3:24])[C:21]([OH:23])=[O:22]>>[Cl:1][C:2]1[CH:3]=[CH:4][C:5]([C:17]#[N:18])=[C:6]([C:8]2[C:9]([C:15]#[N:16])=[CH:10][N:11]([CH:20]([CH3:24])[C:21]([OH:23])=[O:22])[C:12](=[O:14])[CH:13]=2)[CH:7]=1. Procedure details: 312 mg (purity 91%, 1.11 mmol) of 4-(5-chloro-2-cyanophenyl)-6-oxo-1,6-dihydropyridin-3-carbonitrile and 1.5 eq. of 2-bromopropanoic acid (racemate) were reacted according to General Method 4A at 45° C. Yield: 240 mg (purity 85%, 56% of theory) The reactants are BrC(Br)(Br)Br, CCN(C(C)C)C(C)C, CCc1cc(CO)sc1-c1noc(-c2ccc(Oc3ccccc3Cl)cc2)n1, Cl, COC(=O)C1CNC1, c1ccc(P(c2ccccc2)c2ccccc2)cc1. The product is CCc1cc(CN2CC(C(=O)OC)C2)sc1-c1noc(-c2ccc(Oc3ccccc3Cl)cc2)n1. Reaction SMILES: [C:29]([Br:30])([Br:31])([Br:32])[Br:33].[CH:62]([N:63]([CH2:64][CH3:65])[CH:66]([CH3:67])[CH3:68])([CH3:69])[CH3:70].[Cl:1][c:2]1[c:3]([O:4][c:5]2[cH:6][cH:7][c:8](-[c:11]3[n:12][c:13](-[c:16]4[c:17]([CH2:23][CH3:24])[cH:18][c:19]([CH2:21][OH:22])[s:20]4)[n:14][o:15]3)[cH:9][cH:10]2)[cH:25][cH:26][cH:27][cH:28]1.[ClH:53].[NH:54]1[CH2:55][CH:56]([C:58](=[O:59])[O:60][CH3:61])[CH2:57]1.[c:34]1([P:35]([c:36]2[cH:37][cH:38][cH:39][cH:40][cH:41]2)[c:42]2[cH:43][cH:44][cH:45][cH:46][cH:47]2)[cH:48][cH:49][cH:50][cH:51][cH:52]1>>[Cl:1][c:2]1[c:3]([O:4][c:5]2[cH:6][cH:7][c:8](-[c:11]3[n:12][c:13](-[c:16]4[c:17]([CH2:23][CH3:24])[cH:18][c:19]([CH2:21][N:54]5[CH2:55][CH:56]([C:58](=[O:59])[O:60][CH3:61])[CH2:57]5)[s:20]4)[n:14][o:15]3)[cH:9][cH:10]2)[cH:25][cH:26][cH:27][cH:28]1. Starting materials: O=C(Cl)OCc1ccccc1, CC(C)=O, CC(C)=O, [Na+], [Na+], O=C([O-])[O-], O, OCC1CCC2CNCCN2C1. The product is O=C(OCc1ccccc1)N1CCN2CC(CO)CCC2C1. Reaction SMILES: [CH2:13]([c:14]1[cH:15][cH:16][cH:17][cH:18][cH:19]1)[O:20][C:21](=[O:22])[Cl:23].[CH3:31][C:32]([CH3:33])=[O:34].[CH3:35][C:36](=[O:37])[CH3:38].[Na+:24].[Na+:25].[O-:26][C:27](=[O:28])[O-:29].[OH2:30].[OH:1][CH2:2][CH:3]1[CH2:4][CH2:5][CH:6]2[N:7]([CH2:8][CH2:9][NH:10][CH2:11]2)[CH2:12]1>>[OH:1][CH2:2][CH:3]1[CH2:4][CH2:5][CH:6]2[N:7]([CH2:8][CH2:9][N:10]([C:21]([O:20][CH2:13][c:14]3[cH:15][cH:16][cH:17][cH:18][cH:19]3)=[O:22])[CH2:11]2)[CH2:12]1.